describe an organic reaction: reactants, conditions, products, and yield From a dataset of the Open Reaction Database (ORD), a public repository of structured organic reaction records. Starting materials: N1CCC2(CC1)CC(C1=CC=CC=C12)=O (spiro[indene-1,4′-piperidin]-3(2H)-one), C=O (formaldehyde), crude product. The solvent is C(=O)O (formic acid). Run at temperature 120 celsius, time 8 hour. The product is CN1CCC2(CC1)CC(C1=CC=CC=C12)=O (1′-methylspiro[indene-1,4′-piperidin]-3(2H)-one). Reaction SMILES: [NH:1]1[CH2:6][CH2:5][C:4]2([C:14]3[C:9](=[CH:10][CH:11]=[CH:12][CH:13]=3)[C:8](=[O:15])[CH2:7]2)[CH2:3][CH2:2]1.[CH2:16]=O>C(O)=O>[CH3:16][N:1]1[CH2:6][CH2:5][C:4]2([C:14]3[C:9](=[CH:10][CH:11]=[CH:12][CH:13]=3)[C:8](=[O:15])[CH2:7]2)[CH2:3][CH2:2]1. Procedure: To the product of Example 138A were added formic acid (88% sol, 0.64 g) and formaldehyde (36% sol, 0.45 g) and stirred at 120° C. overnight. The crude product was used in the next step. The reactants are [Mg] (magnesium), O=P(Cl)(Cl)Cl (POCl3), BrC1=CC=C(C=C1)OC (p-bromoanisole). The reagents and catalysts are BrCCBr (1,2-dibromoethane). The solvent is C1CCOC1 (THF). Conditions: time 8 hour. Yields the product COC1=CC=C(C=C1)P(C1=CC=C(C=C1)OC)(C1=CC=C(C=C1)OC)=O (tris(4-methoxyphenyl)phosphine oxide). The yield is 89.1%. RXN SMILES: [Mg].Br[C:3]1[CH:8]=[CH:7][C:6]([O:9][CH3:10])=[CH:5][CH:4]=1.[O:11]=[P:12](Cl)(Cl)Cl>BrCCBr.C1COCC1>[CH3:10][O:9][C:6]1[CH:7]=[CH:8][C:3]([P:12](=[O:11])([C:3]2[CH:8]=[CH:7][C:6]([O:9][CH3:10])=[CH:5][CH:4]=2)[C:3]2[CH:8]=[CH:7][C:6]([O:9][CH3:10])=[CH:5][CH:4]=2)=[CH:4][CH:5]=1. Procedure details: A reaction flask under nitrogen containing magnesium turnings (223.9 g, 9.21 mol) and 1950 mL THF was charged with 1 drop of 1,2-dibromoethane and heated to reflux for 1 h. Heating was removed and p-bromoanisole (1683 g, 9.00 mol) was added dropwise at a rate to maintain reflux. After holding the reaction mixture overnight, POCl3 (460.0 g, 3.00 mol) was added slowly over 2 h at 50-79° C. and the resulting mixture was held overnight at 50° C. The product was isolated by aqueous workup to give 984... The reactants are CC1=C(C=C(C=C1)C1=NOC(=N1)C1CN(C1)C(=O)OC)NC(=O)C1=CN=C2N1C=C(C=C2)CCC(C)=O (methyl 3-(3-(4-methyl-3-(6-(3-oxobutyl)imidazo[1,2-a]pyridine-3-carboxamido)phenyl)-1,2,4-oxadiazol-5-yl)azetidine-1-carboxylate), C[Mg]Br (methylmagnesium bromide). Run in C1CCOC1 (THF). Reaction conditions: time 15 minute. Product: OC(CCC=1C=CC=2N(C1)C(=CN2)C(=O)NC=2C=C(C=CC2C)C2=NOC(=N2)C2CN(C2)C(=O)OC)(C)C (methyl 3-(3-(3-(6-(3-hydroxy-3-methylbutyl)imidazo[1,2-a]pyridine-3-carboxamido)-4-methylphenyl)-1,2,4-oxadiazol-5-yl)azetidine-1-carboxylate). RXN SMILES: [CH3:1][C:2]1[CH:7]=[CH:6][C:5]([C:8]2[N:12]=[C:11]([CH:13]3[CH2:16][N:15]([C:17]([O:19][CH3:20])=[O:18])[CH2:14]3)[O:10][N:9]=2)=[CH:4][C:3]=1[NH:21][C:22]([C:24]1[N:28]2[CH:29]=[C:30]([CH2:33][CH2:34][C:35](=[O:37])[CH3:36])[CH:31]=[CH:32][C:27]2=[N:26][CH:25]=1)=[O:23].[CH3:38][Mg]Br>C1COCC1>[OH:37][C:35]([CH3:38])([CH3:36])[CH2:34][CH2:33][C:30]1[CH:31]=[CH:32][C:27]2[N:28]([C:24]([C:22]([NH:21][C:3]3[CH:4]=[C:5]([C:8]4[N:12]=[C:11]([CH:13]5[CH2:14][N:15]([C:17]([O:19][CH3:20])=[O:18])[CH2:16]5)[O:10][N:9]=4)[CH:6]=[CH:7][C:2]=3[CH3:1])=[O:23])=[CH:25][N:26]=2)[CH:29]=1. Procedure: To a stirring solution of methyl 3-(3-(4-methyl-3-(6-(3-oxobutyl)imidazo[1,2-a]pyridine-3-carboxamido)phenyl)-1,2,4-oxadiazol-5-yl)azetidine-1-carboxylate (F65) (10 mg, 0.0199 mmol) in anhydrous THF (1 mL) at −78° C. under a stream of Argon was added methylmagnesium bromide (27 uL, 0.080 mmol). The reaction was stirred to room temperature for 15 minutes then cooled to 0° C. and quenched with 1N HCl. The crude product was purified by reverse phase preparative HPLC to give methyl 3-(3-(3-(6-(3-hyd... Starting materials: solution, N1CCC1 (azetidine), C1CCOC1 (THF), FC(C=1C=C(C=C(C1)C(F)(F)F)[C@@H]1[C@@H](N(C(O1)=O)CC1=NC(=CC=C1Br)Cl)C)(F)F ((4S,5R)-5-[3,5-bis(trifluoromethyl)phenyl]-3-[(3-bromo-6-chloropyridin-2-yl)methyl]-4-methyl-1,3-oxazolidin-2-one). Run at temperature 150 celsius. The product is N1(CCC1)C1=CC=C(C(=N1)CN1C(O[C@@H]([C@@H]1C)C1=CC(=CC(=C1)C(F)(F)F)C(F)(F)F)=O)Br ((4S,5R)-3-[(6-azetidin-1-yl-3-bromopyridin-2-yl)methyl]-5-[3,5-bis(trifluoromethyl)phenyl]-4-methyl-1,3-oxazolidin-2-one). Reaction SMILES: [F:1][C:2]([F:30])([F:29])[C:3]1[CH:4]=[C:5]([C@H:13]2[O:17][C:16](=[O:18])[N:15]([CH2:19][C:20]3[C:25]([Br:26])=[CH:24][CH:23]=[C:22](Cl)[N:21]=3)[C@H:14]2[CH3:28])[CH:6]=[C:7]([C:9]([F:12])([F:11])[F:10])[CH:8]=1.[NH:31]1[CH2:34][CH2:33][CH2:32]1.C1COCC1>>[N:31]1([C:22]2[N:21]=[C:20]([CH2:19][N:15]3[C@@H:14]([CH3:28])[C@@H:13]([C:5]4[CH:4]=[C:3]([C:2]([F:30])([F:29])[F:1])[CH:8]=[C:7]([C:9]([F:12])([F:11])[F:10])[CH:6]=4)[O:17][C:16]3=[O:18])[C:25]([Br:26])=[CH:24][CH:23]=2)[CH2:34][CH2:33][CH2:32]1. Reported procedure: To a microwave tube containing (4S,5R)-5-[3,5-bis(trifluoromethyl)phenyl]-3-[(3-bromo-6-chloropyridin-2-yl)methyl]-4-methyl-1,3-oxazolidin-2-one (330 mg, 0.637 mmol) was added a 2M solution of azetidine in THF (4 mL, 8 mmol). The tube was sealed and the reaction was heated at 150° C. for 30 minutes in the microwave. The reaction was cooled and concentrated. The residue was purified via flash chromatography on silica gel (0 to 75% ethyl acetate/hexanes) to afford (4S,5R)-3-[(6-azetidin-1-yl-3-bro... Reactants: N1N=NC=C1 (1H-1,2,3-triazole), C[Si](C)(C)[N-][Si](C)(C)C.[Li+] (lithium bis(trimethylsilyl)amide), Intermediate 22, N1N=NC=C1 (1H-1,2,3-triazole), BrCC1=CC(=C(C=C1)CN1N=C(C=C1)NC(C1=C(C=CC=C1F)F)=O)C(F)(F)F (N-(1-{[4-(bromomethyl)-2-(trifluoromethyl)phenyl]methyl}-1H-pyrazol-3-yl)-2,6-difluorobenzamide), N1N=NC=C1 (1H-1,2,3-triazole). Solvent: C1CCOC1 (THF), C1CCOC1 (THF), C1CCOC1 (THF). Reaction conditions: time 10 minute. Product: FC1=C(C(=O)NC2=NN(C=C2)CC2=C(C=C(C=C2)CN2N=CC=N2)C(F)(F)F)C(=CC=C1)F (2,6-difluoro-N-(1-{[4-(2H-1,2,3-triazol-2-ylmethyl)-2-(trifluoromethyl)phenyl]methyl}-1H-pyrazol-3-yl)benzamide). Reaction SMILES: [NH:1]1[CH:5]=[CH:4][N:3]=[N:2]1.C[Si]([N-][Si](C)(C)C)(C)C.[Li+].Br[CH2:17][C:18]1[CH:23]=[CH:22][C:21]([CH2:24][N:25]2[CH:29]=[CH:28][C:27]([NH:30][C:31](=[O:40])[C:32]3[C:37]([F:38])=[CH:36][CH:35]=[CH:34][C:33]=3[F:39])=[N:26]2)=[C:20]([C:41]([F:44])([F:43])[F:42])[CH:19]=1>C1COCC1>[F:38][C:37]1[CH:36]=[CH:35][CH:34]=[C:33]([F:39])[C:32]=1[C:31]([NH:30][C:27]1[CH:28]=[CH:29][N:25]([CH2:24][C:21]2[CH:22]=[CH:23][C:18]([CH2:17][N:2]3[N:3]=[CH:4][CH:5]=[N:1]3)=[CH:19][C:20]=2[C:41]([F:42])([F:43])[F:44])[N:26]=1)=[O:40] |f:1.2|. Procedure: To a stirred solution of 1H-1,2,3-triazole (34 mg, 0.492 mmol, Alfa Aesar) in THF (2 ml) at ambient temperature under nitrogen was added 1.0 M lithium bis(trimethylsilyl)amide in THF (0.5 ml, 0.500 mmol). The resulting yellow cloudy mixture was stirred at ambient temperature for 10 min. To a solution of N-(1-{[4-(bromomethyl)-2-(trifluoromethyl)phenyl]methyl}-1H-pyrazol-3-yl)-2,6-difluorobenzamide (for a preparation see Intermediate 22)(49 mg, 0.103 mmol) in THF (2 ml) at ambient temperature was... The reactants are O (water), ClCC(=O)OC (methyl chloroacetate), C(C)C1=CC=C(C(=O)C2=CC=C(C=C2)CC)C=C1 (4,4′-diethylbenzophenone), C(C)[O-].[Na+] (sodium ethanolate). Run in C1CCOC1 (THF), C1CCOC1 (THF). Reaction conditions: time 2 hour. Yields the product C(C)C1=CC=C(C=C1)C1(C(C(=O)OC)O1)C1=CC=C(C=C1)CC (Methyl 3,3-di(4-Ethylphenyl)-2,3-epoxypropionate). Isolated yield 59.1%. RXN SMILES: Cl[CH2:2][C:3]([O:5][CH3:6])=[O:4].[CH2:7]([C:9]1[CH:24]=[CH:23][C:12]([C:13]([C:15]2[CH:20]=[CH:19][C:18]([CH2:21][CH3:22])=[CH:17][CH:16]=2)=[O:14])=[CH:11][CH:10]=1)[CH3:8].C([O-])C.[Na+].O>C1COCC1>[CH2:21]([C:18]1[CH:19]=[CH:20][C:15]([C:13]2([C:12]3[CH:11]=[CH:10][C:9]([CH2:7][CH3:8])=[CH:24][CH:23]=3)[O:14][CH:2]2[C:3]([O:5][CH3:6])=[O:4])=[CH:16][CH:17]=1)[CH3:22] |f:2.3|. Procedure: A solution of 15 ml (168 mmol) of methyl chloroacetate and 20 g (84 mmol) of 4,4′-diethylbenzophenone in 20 ml of THF was added dropwise to a suspension of 9.1 g (168 mmol) of sodium ethanolate in 80 ml of THF at −10° C. The mixture was warmed to room temperature and stirred for 2 hours. The mixture was added to water and extracted with ether. The organic phase was washed with sodium bicarbonate solution and citric acid solution and dried over magnesium sulfate, and the solvent was distilled off... The reactants are Brc1nccs1, O=C([O-])[O-], O=C([O-])O, COCCOC, CN(C)c1ccccc1-c1ccccc1P(C1CCCCC1)C1CCCCC1, CCOC1CNCC1Nc1nc(CC)c(-c2ccc(Cl)cc2Cl)nc1CC, [Cs+], [Cs+], [Na+], O=C(C=Cc1ccccc1)C=Cc1ccccc1, O=C(C=Cc1ccccc1)C=Cc1ccccc1, O=C(C=Cc1ccccc1)C=Cc1ccccc1, [Pd], [Pd]. Yields the product CCOC1CN(c2nccs2)CC1Nc1nc(CC)c(-c2ccc(Cl)cc2Cl)nc1CC. RXN SMILES: [Br:28][c:29]1[s:30][cH:31][cH:32][n:33]1.[C:34](=[O:35])([O-:36])[O-:37].[C:68](=[O:69])([OH:70])[O-:71].[CH3:73][O:74][CH2:75][CH2:76][O:77][CH3:78].[CH:40]1([P:41]([CH:42]2[CH2:43][CH2:44][CH2:45][CH2:46][CH2:47]2)[c:48]2[cH:49][cH:50][cH:51][cH:52][c:53]2-[c:54]2[cH:55][cH:56][cH:57][cH:58][c:59]2[N:60]([CH3:61])[CH3:62])[CH2:63][CH2:64][CH2:65][CH2:66][CH2:67]1.[Cl:1][c:2]1[c:3](-[c:9]2[n:10][c:11]([CH2:26][CH3:27])[c:12]([NH:17][CH:18]3[CH2:19][NH:20][CH2:21][CH:22]3[O:23][CH2:24][CH3:25])[n:13][c:14]2[CH2:15][CH3:16])[cH:4][cH:5][c:6]([Cl:8])[cH:7]1.[Cs+:38].[Cs+:39].[Na+:72].[O:117]=[C:118]([CH:119]=[CH:120][c:121]1[cH:122][cH:123][cH:124][cH:125][cH:126]1)[CH:127]=[CH:128][c:129]1[cH:130][cH:131][cH:132][cH:133][cH:134]1.[O:81]=[C:82]([CH:83]=[CH:84][c:85]1[cH:86][cH:87][cH:88][cH:89][cH:90]1)[CH:91]=[CH:92][c:93]1[cH:94][cH:95][cH:96][cH:97][cH:98]1.[O:99]=[C:100]([CH:101]=[CH:102][c:103]1[cH:104][cH:105][cH:106][cH:107][cH:108]1)[CH:109]=[CH:110][c:111]1[cH:112][cH:113][cH:114][cH:115][cH:116]1.[Pd:79].[Pd:80]>>[Cl:1][c:2]1[c:3](-[c:9]2[n:10][c:11]([CH2:26][CH3:27])[c:12]([NH:17][CH:18]3[CH2:19][N:20]([c:29]4[s:30][cH:31][cH:32][n:33]4)[CH2:21][CH:22]3[O:23][CH2:24][CH3:25])[n:13][c:14]2[CH2:15][CH3:16])[cH:4][cH:5][c:6]([Cl:8])[cH:7]1. Starting materials: O=C([O-])[O-], CC1(C(=O)Cn2cncn2)CC1, CC(=O)OC(C)=O, O=Cc1ccc(Cl)cc1, [K+], [K+]. Product: CC1(C(=O)C(=Cc2ccc(Cl)cc2)n2cncn2)CC1. As a reaction SMILES: [C:22](=[O:23])([O-:24])[O-:25].[CH3:1][C:2]1([C:5]([CH2:6][n:7]2[n:8][cH:9][n:10][cH:11]2)=[O:12])[CH2:3][CH2:4]1.[CH3:28][C:29]([O:30][C:31](=[O:32])[CH3:33])=[O:34].[Cl:13][c:14]1[cH:15][cH:16][c:17]([CH:18]=[O:19])[cH:20][cH:21]1.[K+:26].[K+:27]>>[CH3:1][C:2]1([C:5]([C:6]([n:7]2[n:8][cH:9][n:10][cH:11]2)=[CH:18][c:17]2[cH:16][cH:15][c:14]([Cl:13])[cH:21][cH:20]2)=[O:12])[CH2:3][CH2:4]1.